This data is from the Open Reaction Database (ORD), a public repository of structured organic reaction records. The task is: describe an organic reaction: reactants, conditions, products, and yield Reported procedure: To a mixture of acetic acid 2-(3-{(R)-(4-{amino[2-methylallyloxycarbonylimino]methyl}phenylamino)-[5-(1-ethylpropoxycarbonyloxymethoxy)-1-pyrimidin-2-yl-1H-[1,2,4]triazol-3-yl]methyl}-2-fluoro-5-methoxyphenoxy)ethyl ester (Example 51, 266 mg), DMF (2 mL) and acetic acid (0.196 mL), tetrakis(triphenylphosphine) palladium (0) (20 mg) was added, and the resulting mixture was stirred overnight at an external temperature of 45° C. After cooling the mixture to room temperature, the reaction solution c... The product is C(C)(=O)O.C(N)(=N)C1=CC=C(C=C1)N[C@H](C=1C(=C(OCCOC(C)=O)C=C(C1)OC)F)C1=NN(C(=N1)OCOC(=O)OC(CC)CC)C1=NC=CC=N1 (Acetic acid 2-(3-{(R)-(4-carbamimidoylphenylamino)-[5-(1-ethylpropoxycarbonyloxymethoxy)-1-pyrimidin-2-yl-1H-[1,2,4]triazol-3-yl]methyl}-2-fluoro-5-methoxyphenoxy)ethyl ester acetic acid salt). Reaction SMILES: [NH2:1][C:2](=[N:49]C(OCC(C)=C)=O)[C:3]1[CH:8]=[CH:7][C:6]([NH:9][C@@H:10]([C:27]2[N:31]=[C:30]([O:32][CH2:33][O:34][C:35]([O:37][CH:38]([CH2:41][CH3:42])[CH2:39][CH3:40])=[O:36])[N:29]([C:43]3[N:48]=[CH:47][CH:46]=[CH:45][N:44]=3)[N:28]=2)[C:11]2[C:12]([F:26])=[C:13]([CH:21]=[C:22]([O:24][CH3:25])[CH:23]=2)[O:14][CH2:15][CH2:16][O:17][C:18](=[O:20])[CH3:19])=[CH:5][CH:4]=1.CN(C=O)C>[Pd].C1(P(C2C=CC=CC=2)C2C=CC=CC=2)C=CC=CC=1.C1(P(C2C=CC=CC=2)C2C=CC=CC=2)C=CC=CC=1.C1(P(C2C=CC=CC=2)C2C=CC=CC=2)C=CC=CC=1.C1(P(C2C=CC=CC=2)C2C=CC=CC=2)C=CC=CC=1.C(O)(=O)C>[C:18]([OH:20])(=[O:17])[CH3:19].[C:2]([C:3]1[CH:4]=[CH:5][C:6]([NH:9][C@@H:10]([C:27]2[N:31]=[C:30]([O:32][CH2:33][O:34][C:35]([O:37][CH:38]([CH2:39][CH3:40])[CH2:41][CH3:42])=[O:36])[N:29]([C:43]3[N:44]=[CH:45][CH:46]=[CH:47][N:48]=3)[N:28]=2)[C:11]2[C:12]([F:26])=[C:13]([CH:21]=[C:22]([O:24][CH3:25])[CH:23]=2)[O:14][CH2:15][CH2:16][O:17][C:18](=[O:20])[CH3:19])=[CH:7][CH:8]=1)(=[NH:1])[NH2:49] |f:2.3.4.5.6,8.9|. The solvent is C(C)(=O)O (acetic acid). Reagents/catalysts: [Pd].C1(=CC=CC=C1)P(C1=CC=CC=C1)C1=CC=CC=C1.C1(=CC=CC=C1)P(C1=CC=CC=C1)C1=CC=CC=C1.C1(=CC=CC=C1)P(C1=CC=CC=C1)C1=CC=CC=C1.C1(=CC=CC=C1)P(C1=CC=CC=C1)C1=CC=CC=C1 (tetrakis(triphenylphosphine) palladium (0)). Reaction conditions: temperature 45 celsius, time 8 hour. Starting materials: NC(C1=CC=C(C=C1)N[C@H](C=1C(=C(OCCOC(C)=O)C=C(C1)OC)F)C1=NN(C(=N1)OCOC(=O)OC(CC)CC)C1=NC=CC=N1)=NC(=O)OCC(=C)C (Acetic acid 2-(3-{(R)-(4-{amino[2-methylallyloxycarbonylimino]methyl}phenylamino)-[5-(1-ethylpropoxycarbonyloxymethoxy)-1-pyrimidin-2-yl-1H-[1,2,4]triazol-3-yl]methyl}-2-fluoro-5-methoxyphenoxy)ethyl ester), CN(C)C=O (DMF). Starting materials: BrC1=C2CC[C@H](C2=CC=C1)O[Si](C)(C)C(C)(C)C ((R)-((4-bromo-2,3-dihydro-1H-inden-1-yl)oxy)(tert-butyl)dimethylsilane), C(C)(C)(C)[Si](OC1CCC2=C(C=CC=C12)B1OC(C(O1)(C)C)(C)C)(C)C (Racemic (±)-tert-butyldimethyl((4-(4,4,5,5-tetramethyl-1,3,2-dioxaborolan-2-yl)-2,3-dihydro-1H-inden-1-yl)oxy)silane). Yields the product C(C)(C)(C)[Si](O[C@@H]1CCC2=C(C=CC=C12)B1OC(C(O1)(C)C)(C)C)(C)C ((R)-tert-butyldimethyl((4-(4,4,5,5-tetramethyl-1,3,2-dioxaborolan-2-yl)-2,3-dihydro-1H-inden-1-yl)oxy)silane). Reaction SMILES: BrC1C=CC=C2C=1CC[C@H]2O[Si](C(C)(C)C)(C)C.[C:19]([Si:23]([CH3:44])([CH3:43])[O:24][CH:25]1[C:33]2[C:28](=[C:29]([B:34]3[O:38][C:37]([CH3:40])([CH3:39])[C:36]([CH3:42])([CH3:41])[O:35]3)[CH:30]=[CH:31][CH:32]=2)[CH2:27][CH2:26]1)([CH3:22])([CH3:21])[CH3:20]>>[C:19]([Si:23]([CH3:44])([CH3:43])[O:24][C@H:25]1[C:33]2[C:28](=[C:29]([B:34]3[O:35][C:36]([CH3:42])([CH3:41])[C:37]([CH3:40])([CH3:39])[O:38]3)[CH:30]=[CH:31][CH:32]=2)[CH2:27][CH2:26]1)([CH3:22])([CH3:21])[CH3:20]. Reported procedure: (R)-tert-butyldimethyl((4-(4,4,5,5-tetramethyl-1,3,2-dioxaborolan-2-yl)-2,3-dihydro-1H-inden-1-yl)oxy)silane IND INT-7 was prepared in an analogous fashion using (R)-((4-bromo-2,3-dihydro-1H-inden-1-yl)oxy)(tert-butyl)dimethylsilane IND INT-4. Racemic (±)-tert-butyldimethyl((4-(4,4,5,5-tetramethyl-1,3,2-dioxaborolan-2-yl)-2,3-dihydro-1H-inden-1-yl)oxy)silane IND INT-8 was prepared in an analogous fashion from IND INT-5. The reactants are C1COCCO1, CO, [Na+], O=C([O-])O, OB(O)c1ccccc1, O=C(c1ccc(Br)cn1)N1CCC(c2nc3ccccc3[nH]2)CC1. Product: O=C(c1ccc(-c2ccccc2)cn1)N1CCC(c2nc3ccccc3[nH]2)CC1. RXN SMILES: [CH2:41]1[O:42][CH2:43][CH2:44][O:45][CH2:46]1.[CH3:39][OH:40].[Na+:38].[O-:34][C:35]([OH:36])=[O:37].[OH:25][B:26]([OH:27])[c:28]1[cH:29][cH:30][cH:31][cH:32][cH:33]1.[nH:1]1[c:2]([CH:10]2[CH2:11][CH2:12][N:13]([C:16](=[O:17])[c:18]3[n:19][cH:20][c:21]([Br:24])[cH:22][cH:23]3)[CH2:14][CH2:15]2)[n:3][c:4]2[c:5]1[cH:6][cH:7][cH:8][cH:9]2>>[nH:1]1[c:2]([CH:10]2[CH2:11][CH2:12][N:13]([C:16](=[O:17])[c:18]3[n:19][cH:20][c:21](-[c:28]4[cH:29][cH:30][cH:31][cH:32][cH:33]4)[cH:22][cH:23]3)[CH2:14][CH2:15]2)[n:3][c:4]2[c:5]1[cH:6][cH:7][cH:8][cH:9]2.